This data is from the Open Reaction Database (ORD), a public repository of structured organic reaction records. The task is: describe an organic reaction: reactants, conditions, products, and yield The reactants are CC1=C2CCCC(C2=CC(=C1)C)=O (5,7-dimethyl-1-tetralone), [H-].[Na+] (sodium hydride), C(C)OC(OCC)=O (diethylcarbonate), ice, C(C)(=O)O (acetic acid). Run in C1(=CC=CC=C1)C (toluene), C1(=CC=CC=C1)C (toluene). Run at time 2 hour. The product is CC1=C2CCC(C(C2=CC(=C1)C)=O)C(=O)OCC (5,7-dimethyl-1-oxo-2-ethoxycarbonyl-1,2,3,4-tetrahydronaphthalene). The yield is 96.0%. As a reaction SMILES: [H-].[Na+].C(O[C:6](=[O:10])[O:7][CH2:8][CH3:9])C.[CH3:11][C:12]1[CH:21]=[C:20]([CH3:22])[CH:19]=[C:18]2[C:13]=1[CH2:14][CH2:15][CH2:16][C:17]2=[O:23].C(O)(=O)C>C1(C)C=CC=CC=1>[CH3:11][C:12]1[CH:21]=[C:20]([CH3:22])[CH:19]=[C:18]2[C:13]=1[CH2:14][CH2:15][CH:16]([C:6]([O:7][CH2:8][CH3:9])=[O:10])[C:17]2=[O:23] |f:0.1|. Procedure: A suspension of 12.2 g (0.53 moles) of sodium hydride in a liter of toluene are maintained under stirring in a 2 liter flask for 2 hours at room temperature, and 85 ml (0.69 moles) of diethylcarbonate are then added. The mixture is heated to 90° C. and 25 g of 5,7-dimethyl-1-tetralone (0.14 moles) dissolved in 150 ml of toluene are added, in about 2 hours. The reaction mixture is kept under stirring for a further 8 hours at 90° C. until the reagent disappears. At the end the reaction mixture is ... Reactants: C[O-], COC(=O)OC, COc1ccc2c(c1)C(=O)CCCO2, [Na+]. Yields the product COC(=O)C1CCOc2ccc(OC)cc2C1=O. As a reaction SMILES: [CH3:15][O-:16].[CH3:18][O:19][C:20](=[O:21])[O:22][CH3:23].[CH3:1][O:2][c:3]1[cH:4][cH:5][c:6]2[c:7]([cH:14]1)[C:8](=[O:13])[CH2:9][CH2:10][CH2:11][O:12]2.[Na+:17]>>[CH3:1][O:2][c:3]1[cH:4][cH:5][c:6]2[c:7]([cH:14]1)[C:8](=[O:13])[CH:9]([C:20]([O:19][CH3:18])=[O:21])[CH2:10][CH2:11][O:12]2.